This data is from the Open Reaction Database (ORD), a public repository of structured organic reaction records. The task is: describe an organic reaction: reactants, conditions, products, and yield Reactants: OCCBr, O=c1[nH]c2cc(Br)ccc2s1, O=C([O-])[O-], Cl, [K+], [K+], CN(C)C=O. Yields the product O=c1sc2ccc(Br)cc2n1CCO. As a reaction SMILES: [Br:18][CH2:19][CH2:20][OH:21].[Br:1][c:2]1[cH:3][cH:4][c:5]2[c:6]([nH:7][c:8](=[O:10])[s:9]2)[cH:11]1.[C:12](=[O:13])([O-:14])[O-:15].[ClH:22].[K+:16].[K+:17].[O:23]=[CH:24][N:25]([CH3:26])[CH3:27]>>[Br:1][c:2]1[cH:3][cH:4][c:5]2[c:6]([n:7]([CH2:19][CH2:20][OH:21])[c:8](=[O:10])[s:9]2)[cH:11]1. The reactants are BrC=1C=C2C(=CC=NC2=CC1)Cl (6-bromo-4-chloro-quinoline), C[O-].[Na+] (sodium methoxide). Solvent: CO (methanol). Reaction conditions: temperature 120 celsius. The product is BrC=1C=C2C(=CC=NC2=CC1)OC (6-bromo-4-methoxy-quinoline). The yield is 90.7%. As a reaction SMILES: [Br:1][C:2]1[CH:3]=[C:4]2[C:9](=[CH:10][CH:11]=1)[N:8]=[CH:7][CH:6]=[C:5]2Cl.[CH3:13][O-:14].[Na+]>CO>[Br:1][C:2]1[CH:3]=[C:4]2[C:9](=[CH:10][CH:11]=1)[N:8]=[CH:7][CH:6]=[C:5]2[O:14][CH3:13] |f:1.2|. Procedure: To a solution of 6-bromo-4-chloro-quinoline (12.12 g, 50 mmol) in methanol (200 mL) was added sodium methoxide (13.50 g, 250 mmol) at room temperature. Then, the reaction mixture was heated to 120° C. for 15 h in a sealed reaction flask. After cooling to room temperature, the methanol was removed under the vacuum and the residue was diluted with water. Then, the solids were collected by filtration and washed with water. After drying in air, 10.8 g (90.8% yield) of 6-bromo-4-methoxy-quinoline was... Reactants: COCC1N(CCC1)C=1C=C(C=CC1)NC=1C2=C(N=C(N1)C=1C=C(C(=O)OC)C=CC1)SC=N2 (Methyl 3-(7-(3-(2-(methoxymethyl)pyrrolidin-1-yl)phenylamino)thiazolo[5,4-d]pyrimidin-5-yl)benzoate), [OH-].[Na+] (NaOH), Cl (HCl). Run in O1CCOCC1 (1,4-dioxane), O (H2O). Run at time 9 minute. Product: Cl.COCC1N(CCC1)C=1C=C(C=CC1)NC=1C2=C(N=C(N1)C=1C=C(C(=O)O)C=CC1)SC=N2 (3-(7-(3-(2-(methoxymethyl)pyrrolidin-1-yl)phenylamino)thiazolo[5,4-d]pyrimidin-5-yl)benzoic acid hydrochloride). Isolated yield 31.0%. Reaction SMILES: [CH3:1][O:2][CH2:3][CH:4]1[CH2:8][CH2:7][CH2:6][N:5]1[C:9]1[CH:10]=[C:11]([NH:15][C:16]2[C:17]3[N:34]=[CH:33][S:32][C:18]=3[N:19]=[C:20]([C:22]3[CH:23]=[C:24]([CH:29]=[CH:30][CH:31]=3)[C:25]([O:27]C)=[O:26])[N:21]=2)[CH:12]=[CH:13][CH:14]=1.[OH-].[Na+].[ClH:37]>O1CCOCC1.O>[ClH:37].[CH3:1][O:2][CH2:3][CH:4]1[CH2:8][CH2:7][CH2:6][N:5]1[C:9]1[CH:10]=[C:11]([NH:15][C:16]2[C:17]3[N:34]=[CH:33][S:32][C:18]=3[N:19]=[C:20]([C:22]3[CH:23]=[C:24]([CH:29]=[CH:30][CH:31]=3)[C:25]([OH:27])=[O:26])[N:21]=2)[CH:12]=[CH:13][CH:14]=1 |f:1.2,6.7|. Reported procedure: Methyl 3-(7-(3-(2-(methoxymethyl)pyrrolidin-1-yl)phenylamino)thiazolo[5,4-d]pyrimidin-5-yl)benzoate (100 mg, 0.21 mmol) and NaOH (100 mg, 2.5 mmol) in 3 mL of 1,4-dioxane and 3 mL of H2O was stirred at room temperature for 3 hours and then treated by conc. HCl until pH=3-4. The solvent was removed under reduce pressure the residue was purified by preparative HPLC (Gemini 5u C18 150×21.2 mm; inject volume: 3 ml/inj, flow rate: 20 ml/min; wavelength: 214 nm and 254 nm; the gradient conditions are:... The reactants are C(C1=CC=CC=C1)OC(=O)N1CCC(CC1)CN (4-aminomethyl-piperidine-1-carboxylic acid benzyl ester), CSC1=NC=NC2=NC=CN=C12 (4-methylthio-pteridine), CSC1=NC=NC2=NC=CN=C12 (4-methylthio-pteridine). As a reaction SMILES: [CH2:1]([O:8][C:9]([N:11]1[CH2:16][CH2:15][CH:14]([CH2:17][NH2:18])[CH2:13][CH2:12]1)=[O:10])[C:2]1[CH:7]=[CH:6][CH:5]=[CH:4][CH:3]=1.CS[C:21]1[C:30]2[C:25](=[N:26][CH:27]=[CH:28][N:29]=2)[N:24]=[CH:23][N:22]=1>>[CH2:1]([O:8][C:9]([N:11]1[CH2:16][CH2:15][CH:14]([CH2:17][NH:18][C:21]2[C:30]3[C:25](=[N:26][CH:27]=[CH:28][N:29]=3)[N:24]=[CH:23][N:22]=2)[CH2:13][CH2:12]1)=[O:10])[C:2]1[CH:7]=[CH:6][CH:5]=[CH:4][CH:3]=1. The product is C(C1=CC=CC=C1)OC(=O)N1CCC(CC1)CNC1=NC=NC2=NC=CN=C12 (4-(Pteridin-4-ylaminomethyl)-piperidine-1-carboxylic acid benzyl ester). Procedure: EXAMPLE 86 was prepared from 4-aminomethyl-piperidine-1-carboxylic acid benzyl ester and 4-methylthio-pteridine (4-methylthio-pteridine was prepared according to A. A. Brown, D. J. Brown,h. C. S. Wood, J. Chem. Soc., 1954, 3832–3839): MS (m+1)=379.